This data is from the Open Reaction Database (ORD), a public repository of structured organic reaction records. The task is: describe an organic reaction: reactants, conditions, products, and yield Starting materials: CC#N, CCCCc1ccc(C(=O)N2CCC(n3c(S(C)(=O)=O)nc4ccccc43)CC2)cc1, CCCCCCN, O. Product: CCCCCCNc1nc2ccccc2n1C1CCN(C(=O)c2ccc(CCCC)cc2)CC1. RXN SMILES: [C:40](#[N:41])[CH3:42].[CH2:1]([CH2:2][CH2:3][CH3:4])[c:5]1[cH:6][cH:7][c:8]([C:11](=[O:12])[N:13]2[CH2:14][CH2:15][CH:16]([n:19]3[c:20]([S:28]([CH3:29])(=[O:30])=[O:31])[n:21][c:22]4[c:23]3[cH:24][cH:25][cH:26][cH:27]4)[CH2:17][CH2:18]2)[cH:9][cH:10]1.[CH2:32]([CH2:33][CH2:34][CH2:35][CH2:36][CH3:37])[NH2:38].[OH2:39]>>[CH2:1]([CH2:2][CH2:3][CH3:4])[c:5]1[cH:6][cH:7][c:8]([C:11](=[O:12])[N:13]2[CH2:14][CH2:15][CH:16]([n:19]3[c:20]([NH:38][CH2:32][CH2:33][CH2:34][CH2:35][CH2:36][CH3:37])[n:21][c:22]4[c:23]3[cH:24][cH:25][cH:26][cH:27]4)[CH2:17][CH2:18]2)[cH:9][cH:10]1. Reactants: N(=O)[O-].[Na+] (Sodium nitrite), C(C)(=O)[O-].[Na+] (sodium acetate), NC1=NC=C(C=C1O)S(NC(C)C)(=O)=O (2-amino-3-hydroxy-5-isopropylsulfamoylpyridine), S(=O)(=O)(C)OC1=C(N)C=CC(=C1)[N+](=O)[O-] (2-Mesyloxy- 4-nitroaniline), diazonium, diazonium. The solvent is S(O)(O)(=O)=O (sulfuric acid), CC(=O)OCC1=C2C=CC=CC2=C(C3=CC=CC=C31)COC(=O)C (acetic), propionic acids, C(C)(=O)O (acetic acid), O (water). Conditions: time 1 hour. Product: NC1=NC(=C(C=C1O)S(NC(C)C)(=O)=O)N=NC1=C(C=C(C=C1)[N+](=O)[O-])OS(=O)(=O)C (2-Amino-3-hydroxy-5-isopropylsulfamoyl-6-(2-mesyloxy-4-nitrophenylazo)pyridine). As a reaction SMILES: [N:1]([O-])=O.[Na+].[S:5]([O:9][C:10]1[CH:16]=[C:15]([N+:17]([O-:19])=[O:18])[CH:14]=[CH:13][C:11]=1[NH2:12])([CH3:8])(=[O:7])=[O:6].[NH2:20][C:21]1[C:26]([OH:27])=[CH:25][C:24]([S:28](=[O:34])(=[O:33])[NH:29][CH:30]([CH3:32])[CH3:31])=[CH:23][N:22]=1.C([O-])(=O)C.[Na+]>S(=O)(=O)(O)O.CC(OCC1C2C(=CC=CC=2)C(COC(C)=O)=C2C=1C=CC=C2)=O.C(O)(=O)C.O>[NH2:20][C:21]1[C:26]([OH:27])=[CH:25][C:24]([S:28](=[O:34])(=[O:33])[NH:29][CH:30]([CH3:31])[CH3:32])=[C:23]([N:1]=[N:12][C:11]2[CH:13]=[CH:14][C:15]([N+:17]([O-:19])=[O:18])=[CH:16][C:10]=2[O:9][S:5]([CH3:8])(=[O:7])=[O:6])[N:22]=1 |f:0.1,4.5|. Reported procedure: Sodium nitrite (3.6 g) was dissolved in concentrated sulfuric acid (25 ml) with slight warming. After cooling the solution was diluted with a mixture of acetic and propionic acids (5/1 50 ml). 2-Mesyloxy- 4-nitroaniline (11.6 g) was added portionwise with vigorous stirring. After 2 hours another portion of 5/1 acid was added and the diazonium solution kept at 5° C. while a solution of 2-amino-3-hydroxy-5-isopropylsulfamoylpyridine (11.5 g) in aqueous acetic acid (1/1 500 ml) containing sodium ac...